describe an organic reaction: reactants, conditions, products, and yield From a dataset of the Open Reaction Database (ORD), a public repository of structured organic reaction records. The reactants are C(C1=CC=CC=C1)C=1SC=CC1 (2-benzylthiophene), BrC=1C=NC(=NC1)Cl (5-bromo-2-chloropyrimidine). Yields the product C(C1=CC=CC=C1)C1=CC=C(S1)C1=NC(=NC=C1Br)Cl (4-(5-Benzylthiophen-2-yl)-5-bromo-2-chloro-pyrimidine). Reaction SMILES: [CH2:1]([C:8]1[S:9][CH:10]=[CH:11][CH:12]=1)[C:2]1[CH:7]=[CH:6][CH:5]=[CH:4][CH:3]=1.[Br:13][C:14]1[CH:15]=[N:16][C:17]([Cl:20])=[N:18][CH:19]=1>>[CH2:1]([C:8]1[S:9][C:10]([C:15]2[C:14]([Br:13])=[CH:19][N:18]=[C:17]([Cl:20])[N:16]=2)=[CH:11][CH:12]=1)[C:2]1[CH:7]=[CH:6][CH:5]=[CH:4][CH:3]=1. Procedure: The title compound was prepared from 2-benzylthiophene and 5-bromo-2-chloropyrimidine in a manner analogous to Example 255, Step 1. MS (M+H)+ 365. Procedure details: 17β,19-Dihydroxy-4-androsten-3-one diacetate and chloranil are dissolved in t-butanol which is rapidly brought to its reflux temperature. The t-butanol is removed by distillation at atmospheric pressure at such a rate that the total reflux and distillation time equals 1 hour. The dark residue which remains is triturated with hot chloroform and filtered. The filtrate is extracted with water, a 2% sodium hydroxide solution, again with water, dried over magnesium sulfate and the solvent removed by ... Reaction SMILES: [C:1]([OH:4])(=[O:3])[CH3:2].[C:5]([OH:8])(=[O:7])[CH3:6].[OH:9][C@H:10]1[CH2:15][CH2:14][C@H:13]2[C@H:16]3[C@H:27]([CH2:28][CH2:29][C@:11]12[CH3:12])[C@:24]1([CH2:25][OH:26])[C:19](=[CH:20][C:21](=[O:30])[CH2:22][CH2:23]1)[CH2:18][CH2:17]3.C1(Cl)C(=O)C(Cl)=C(Cl)C(=O)C=1Cl>C(O)(C)(C)C>[C:1]([OH:4])(=[O:3])[CH3:2].[C:5]([OH:8])(=[O:7])[CH3:6].[OH:9][C@H:10]1[CH2:15][CH2:14][C@H:13]2[C@H:16]3[C@H:27]([CH2:28][CH2:29][C@:11]12[CH3:12])[C@:24]1([CH2:25][OH:26])[C:19](=[CH:20][C:21](=[O:30])[CH2:22][CH2:23]1)[CH:18]=[CH:17]3 |f:0.1.2,5.6.7|. Run in C(C)(C)(C)O (t-butanol). The product is C(C)(=O)O.C(C)(=O)O.O[C@@H]1[C@]2(C)[C@@H](CC1)[C@@H]1C=CC3=CC(CC[C@]3(CO)[C@H]1CC2)=O (17β,19-dihydroxy-4,6-androstadiene-3-one diacetate). The reactants are C(C)(=O)O.C(C)(=O)O.O[C@@H]1[C@]2(C)[C@@H](CC1)[C@@H]1CCC3=CC(CC[C@]3(CO)[C@H]1CC2)=O (17β,19-Dihydroxy-4-androsten-3-one diacetate), C1(=C(C(=O)C(=C(C1=O)Cl)Cl)Cl)Cl (chloranil). Reactants: C1(=CC=CC=C1)P(C1=CC=CC=C1)C1=CC=CC=C1 (Triphenyl phosphine), BrC=1C(=C(C(=O)O)C=CC1)C (3-bromo-2-methyl benzoic acid), Cl.CNOC (N,O-dimethylhydroxylamine hydrochloride), N1=CC=CC=C1 (pyridine), C(Br)(Br)(Br)Br (CBr4). Run in C(Cl)Cl (DCM). Conditions: time 2.5 hour. The product is BrC=1C(=C(C(=O)N(OC)C)C=CC1)C (3-Bromo-N,2-dimethyl-N-(methyloxy)benzamide). Yield: 60.1%. As a reaction SMILES: [Br:1][C:2]1[C:3]([CH3:11])=[C:4]([CH:8]=[CH:9][CH:10]=1)[C:5](O)=[O:6].Cl.[CH3:13][NH:14][O:15][CH3:16].N1C=CC=CC=1.C(Br)(Br)(Br)Br.C1(P(C2C=CC=CC=2)C2C=CC=CC=2)C=CC=CC=1>C(Cl)Cl>[Br:1][C:2]1[C:3]([CH3:11])=[C:4]([CH:8]=[CH:9][CH:10]=1)[C:5]([N:14]([CH3:13])[O:15][CH3:16])=[O:6] |f:1.2|. Procedure: To a solution of 3-bromo-2-methyl benzoic acid (430 mg, 2.00 mmol) in anhydrous DCM, under nitrogen at ambient temperature was added N,O-dimethylhydroxylamine hydrochloride (215 mg, 2.20 mmol), pyridine (0.18 mL, 2.23 mmol) and CBr4 (662 mg, 2.00 mmol). Triphenyl phosphine (576 mg, 2.20 mmol) was added portion-wise over 10 min and the resulting mixture stirred at ambient temperature for 2.5 h. The reaction mixture then reduced under vacuum and purified by SPE (silica, 10 g cartridge) eluting wit... Reactants: COC(C=CC1=C(C=C(C=C1)F)NCCC)=O (3-(4-fluoro-2-propylamino-phenyl)-acrylic acid methyl ester), [Li+].[OH-] (LiOH). Solvent: C1CCOC1 (THF), CO (MeOH). Conditions: time 2 hour. Product: FC1=CC(=C(C=C1)C=CC(=O)O)NCCC (3-(4-fluoro-2-propylamino-phenyl)-acrylic acid). Isolated yield 80.2%. As a reaction SMILES: C[O:2][C:3](=[O:17])[CH:4]=[CH:5][C:6]1[CH:11]=[CH:10][C:9]([F:12])=[CH:8][C:7]=1[NH:13][CH2:14][CH2:15][CH3:16].[Li+].[OH-]>C1COCC1.CO>[F:12][C:9]1[CH:10]=[CH:11][C:6]([CH:5]=[CH:4][C:3]([OH:17])=[O:2])=[C:7]([NH:13][CH2:14][CH2:15][CH3:16])[CH:8]=1 |f:1.2|. Procedure details: To a solution of 3-(4-fluoro-2-propylamino-phenyl)-acrylic acid methyl ester (0.23 g, 0.95 mmol) in THF (4 mL) and MeOH (2 mL) was added 1 N LiOH (4 mL). The mixture was stirred for 2 hours at room temperature, concentrated under reduced pressure, and then acidified with 3 N HCl. The mixture was diluted with EtOAc, washed with water, dried over anhydrous magnesium sulfate, filtered, and concentrated under reduced pressure to give 3-(4-fluoro-2-propylamino-phenyl)-acrylic acid (0.17 g, 79%) after... The reactants are OC1C2=C(OCC3=C1C=CC=C3)C=CC(=C2)C(=O)OC (methyl 6,11-dihydro-11-hydroxydibenz[b,e]oxepin-2-carboxylate), [Na+].CS(=O)[O-] (methanesulfinic acid sodium salt), S(=O)(Cl)Cl (thionyl chloride), CN(C=O)C (N,N-dimethylformamide). The solvent is O (water). Run at time 5 day. Yields the product CS(=O)(=O)C1C2=C(OCC3=C1C=CC=C3)C=CC(=C2)C(=O)OC (Methyl 6,11-Dihydro-11-methylsulfonyldibenz[b,e]oxepin-2-carboxylate). Isolated yield 68.6%. RXN SMILES: O[CH:2]1[C:8]2[CH:9]=[CH:10][CH:11]=[CH:12][C:7]=2[CH2:6][O:5][C:4]2[CH:13]=[CH:14][C:15]([C:17]([O:19][CH3:20])=[O:18])=[CH:16][C:3]1=2.S(Cl)(Cl)=O.CN(C)C=O.[Na+].[CH3:31][S:32]([O-:34])=[O:33]>O>[CH3:31][S:32]([CH:2]1[C:8]2[CH:9]=[CH:10][CH:11]=[CH:12][C:7]=2[CH2:6][O:5][C:4]2[CH:13]=[CH:14][C:15]([C:17]([O:19][CH3:20])=[O:18])=[CH:16][C:3]1=2)(=[O:34])=[O:33] |f:3.4|. Reported procedure: Reflux 1.4 gm. of methyl 6,11-dihydro-11-hydroxydibenz[b,e]oxepin-2-carboxylate in 6 cc. of thionyl chloride for 10 minutes. Strip away excess thionyl chloride by evaporation and dissolve the chloro intermediate so produced in 14 cc. of N,N-dimethylformamide. Add 582 mg. of methanesulfinic acid sodium salt (10% excess). Stir at room temperature for 5 days. Dilute with water and separate the solids by filtration. Crystallize from 15 cc. of benzene to obtain the title product (yield 1.18 gm. 68.6%...